This data is from the Open Reaction Database (ORD), a public repository of structured organic reaction records. The task is: describe an organic reaction: reactants, conditions, products, and yield Reactants: [H-].[Na+] (sodium hydride), CN(C=O)C (dimethylformamide), CI (methyliodide), CN(C=O)C (dimethylformamide), OC=1C=C(C=CC1C1CCCCC1)C(C(=O)OCC)=O (ethyl 3-hydroxy-4-cyclohexylphenylglyoxylate). The solvent is O (water). Reaction conditions: time 15 minute. Product: COC=1C=C(C=CC1C1CCCCC1)C(C(=O)OCC)=O (ethyl 3-methoxy-4-cyclohexylphenylglyoxylate). RXN SMILES: [H-].[Na+].[CH3:3]N(C)C=O.[OH:8][C:9]1[CH:10]=[C:11]([C:21](=[O:27])[C:22]([O:24][CH2:25][CH3:26])=[O:23])[CH:12]=[CH:13][C:14]=1[CH:15]1[CH2:20][CH2:19][CH2:18][CH2:17][CH2:16]1.CI>O>[CH3:3][O:8][C:9]1[CH:10]=[C:11]([C:21](=[O:27])[C:22]([O:24][CH2:25][CH3:26])=[O:23])[CH:12]=[CH:13][C:14]=1[CH:15]1[CH2:20][CH2:19][CH2:18][CH2:17][CH2:16]1 |f:0.1|. Procedure: To a stirred suspension of 0.01 moles of sodium hydride in 25 ml. of dry dimethylformamide which has been cooled to 0° C. is added dropwise a solution of 0.01 moles of ethyl 3-hydroxy-4-cyclohexylphenylglyoxylate in 10 ml. of dimethylformamide. The reaction mixture is stirred for 15 minutes and 0.015 moles of methyliodide is then added dropwise. The mixture is allowed to stir overnight at room temperature. 200 ml. of water is added and the resulting mixture is extracted well with ether. The ethe... Starting materials: O1CCCC1 (tetrahydrofuran), C(CCC)O (butanol). The solvent is O (water). The product is C1(CCCO1)=O (butyrolactone), C(CCCO)O (1,4-butanediol). RXN SMILES: [O:1]1[CH2:5][CH2:4][CH2:3][CH2:2]1.[CH2:6]([OH:10])[CH2:7][CH2:8][CH3:9]>O>[C:5]1(=[O:10])[O:1][CH2:2][CH2:3][CH2:4]1.[CH2:9]([OH:1])[CH2:8][CH2:7][CH2:6][OH:10]. Procedure details: The resulting product vapors were condensed to give a mixed condensate comprising butyrolactone (GBL), 1,4-butanediol (DIOL), tetrahydrofuran (THF), butanol (BUOH), and water. The condensate obtained was analyzed by gas-liquid chromatography, and it was found that 31.1 parts of butyrolactone and 64.5 parts of butanediol were produced per 100 parts of butyrolactone fed. This corresponds to 68.4% conversion of the butyrolactone and 92.3% selectivity to butanediol. The reactants are N,N'-Carbonyldiimidazole, C(C)N(CC)CCCC(=O)O (4-(N,N-diethylamino)butanoic acid), [Mg+].C(CC(=O)[O-])(=O)OCC (monoethyl malonate magnesium salt). Run in O1CCCC1 (tetrahydrofuran). Run at time 6 hour. Product: C(C)N(CC)CCCC(CC(=O)OCC)=O (ethyl 6-(N,N-diethylamino)-3-oxohexanoate). The yield is 52.8%. RXN SMILES: [CH2:1]([N:3]([CH2:6][CH2:7][CH2:8][C:9]([OH:11])=O)[CH2:4][CH3:5])[CH3:2].[Mg+].[C:13]([O:19][CH2:20][CH3:21])(=[O:18])[CH2:14]C([O-])=O>O1CCCC1>[CH2:4]([N:3]([CH2:6][CH2:7][CH2:8][C:9](=[O:11])[CH2:14][C:13]([O:19][CH2:20][CH3:21])=[O:18])[CH2:1][CH3:2])[CH3:5] |f:1.2|. Reported procedure: N,N'-Carbonyldiimidazole (11.2 g) was added to a suspension of 4-(N,N-diethylamino)butanoic acid (10.0 g) in tetrahydrofuran (400 ml), and the mixture was stirred at room temperature for 6 hours. Then monoethyl malonate magnesium salt (Mg(OCOCH2COOC2H5)2)(19.8 g) was added, and the mixture was stirred at room temperature for 14 hours. The reaction mixture was concentrated under reduced pressure, and the residue was dissolved in chloroform. The chloroform layer was washed with water and dried ove... Reactants: [K+].OCCC(C(=O)[O-])(C)C (4-hydroxy-2,2-dimethyl-butanoic acid monopotassium salt), C(C1=CC=CC=C1)Br (benzyl bromide), [Na+].[I-] (NaI), C(=O)([O-])[O-].[K+].[K+] (K2CO3). Yields the product C(C1=CC=CC=C1)OC(C(CCO)(C)C)=O (4-hydroxy-2,2-dimethyl-butyric acid benzyl ester). The yield is 67.5%. Reaction SMILES: [K+].[OH:2][CH2:3][CH2:4][C:5]([CH3:10])([CH3:9])[C:6]([O-:8])=[O:7].[CH2:11](Br)[C:12]1[CH:17]=[CH:16][CH:15]=[CH:14][CH:13]=1.[Na+].[I-].C([O-])([O-])=O.[K+].[K+]>>[CH2:11]([O:7][C:6](=[O:8])[C:5]([CH3:10])([CH3:9])[CH2:4][CH2:3][OH:2])[C:12]1[CH:17]=[CH:16][CH:15]=[CH:14][CH:13]=1 |f:0.1,3.4,5.6.7|. Procedure: Step B To the mixture of 4-hydroxy-2,2-dimethyl-butanoic acid monopotassium salt (60 mmol) and benzyl bromide (8.55 mL, 72 mmol) were added NaI (10.8 g, 72 mmol) and K2CO3 (8.29 g, 60 mmol). The reaction mixture was stirred at reflux for 18 h. The precipitate was filtered off and the filtrate was evaporated. The residue was purified by flash column chromatography (EtOAc: hexanes=1:2) to give 4-hydroxy-2,2-dimethyl-butyric acid benzyl ester as a colorless oil (9 g, 67%) Starting materials: C(C)(=O)N1CC2=C(CC1)C(=C(S2)C)CCCl (6-acetyl-3-(2-chloroethyl)-4,5,6,7-tetrahydro-2-methylthieno[2,3-c]pyridine), FC1=CC=C(C=C1)C(=C1CCNCC1)C1=CC=C(C=C1)F (4-(bis(4-fluorophenyl)-methylene)piperidine). Yields the product CC1=CC2=C(CNCC2)S1 (4,5,6,7-tetrahydro-2-methylthieno[2,3-c]pyridine). As a reaction SMILES: C([N:4]1[CH2:9][CH2:8][C:7]2[C:10](CCCl)=[C:11]([CH3:13])[S:12][C:6]=2[CH2:5]1)(=O)C.FC1C=CC(C(C2C=CC(F)=CC=2)=C2CCNCC2)=CC=1>>[CH3:13][C:11]1[S:12][C:6]2[CH2:5][NH:4][CH2:9][CH2:8][C:7]=2[CH:10]=1. Procedure details: The reaction and procedure were conducted in a similar manner as in Example 24 using 0.7 g of 6-acetyl-3-(2-chloroethyl)-4,5,6,7-tetrahydro-2-methylthieno[2,3-c]pyridine and 0.6 g of 4-(bis(4-fluorophenyl)-methylene)piperidine to give 0.5 g of 6-acetyl-3-(2-(4-bis(4-fluorophenyl)methylene)piperidin-1-yl)ethyl)-4,5,6,7-tetrahydro-2-methylthieno[2,3-c]pyridine as an oil, m.p. 209°-211° C. as axalate thereof. Starting materials: BrC=1C(=C(C#N)C(=CC1)F)C (3-bromo-6-fluoro-2-methylbenzonitrile), ClC1=C(C#N)C(=CC=C1CC=O)F (2-chloro-6-fluoro-3-(2-oxoethyl)benzonitrile). Yields the product FC1=CC=C(C(=C1C#N)C)CC=O (6-Fluoro-2-methyl-3-(2-oxoethyl)benzonitrile). As a reaction SMILES: Br[C:2]1[C:3]([CH3:11])=[C:4]([C:7]([F:10])=[CH:8][CH:9]=1)[C:5]#[N:6].ClC1C([CH2:21][CH:22]=[O:23])=CC=C(F)C=1C#N>>[F:10][C:7]1[C:4]([C:5]#[N:6])=[C:3]([CH3:11])[C:2]([CH2:21][CH:22]=[O:23])=[CH:9][CH:8]=1. Procedure details: 6-Fluoro-2-methyl-3-(2-oxoethyl)benzonitrile was prepared in two steps starting from 3-bromo-6-fluoro-2-methylbenzonitrile in an analogous fashion to that described for the synthesis of 2-chloro-6-fluoro-3-(2-oxoethyl)benzonitrile (Steps B and C) above.